From a dataset of the Open Reaction Database (ORD), a public repository of structured organic reaction records. describe an organic reaction: reactants, conditions, products, and yield Product: OC1=C(C2=C(C(N(S2)C)=O)C=C1OC(C)=O)[N+](=O)[O-] (Acetic acid 6-hydroxy-2-methyl-7-nitro-3-oxo-2,3-dihydro-benzo[d]isothiazol-5-yl ester). Run in C(C)(=O)O (acetic acid). Conditions: time 15 minute. Reaction SMILES: [OH:1][C:2]1[C:12]([O:13][C:14](=[O:16])[CH3:15])=[CH:11][C:5]2[C:6](=[O:10])[N:7]([CH3:9])[S:8][C:4]=2[CH:3]=1.[N+:17]([O-])([OH:19])=[O:18]>C(O)(=O)C>[OH:1][C:2]1[C:12]([O:13][C:14](=[O:16])[CH3:15])=[CH:11][C:5]2[C:6](=[O:10])[N:7]([CH3:9])[S:8][C:4]=2[C:3]=1[N+:17]([O-:19])=[O:18]. Starting materials: OC1=CC2=C(C(N(S2)C)=O)C=C1OC(C)=O (acetic acid 6-hydroxy-2-methyl-3-oxo-2,3-dihydro-benzo[d]isothiazol-5-yl ester), [N+](=O)(O)[O-] (nitric acid), ice water. Reported procedure: To a solution of acetic acid 6-hydroxy-2-methyl-3-oxo-2,3-dihydro-benzo[d]isothiazol-5-yl ester (0.055 g) in acetic acid at 10° C. nitric acid (100% 0.015 g) was added and stirring was continued at room temperature for 15 minutes. The mixture was poured into ice water and extracted with ethyl acetate. Ethyl acetate was dried and evaporated to dryness. Reactants: OCC1(CCC(CC1)=O)C1=CC=C(C=C1)OC (4-hydroxymethyl-4-(4-methoxyphenyl)cyclohexanone), N1=CC=CC=C1 (pyridine), C(C)(=O)OC(C)=O (acetic anhydride). Run in O (water). Conditions: time 20 hour. Product: C(C)(=O)OCC1(CCC(CC1)=O)C1=CC=C(C=C1)OC (4-acetoxymethyl-4-(4-methoxyphenyl)cyclohexanone). The yield is 68.0%. As a reaction SMILES: [OH:1][CH2:2][C:3]1([C:10]2[CH:15]=[CH:14][C:13]([O:16][CH3:17])=[CH:12][CH:11]=2)[CH2:8][CH2:7][C:6](=[O:9])[CH2:5][CH2:4]1.N1C=CC=CC=1.[C:24](OC(=O)C)(=[O:26])[CH3:25]>O>[C:24]([O:1][CH2:2][C:3]1([C:10]2[CH:11]=[CH:12][C:13]([O:16][CH3:17])=[CH:14][CH:15]=2)[CH2:4][CH2:5][C:6](=[O:9])[CH2:7][CH2:8]1)(=[O:26])[CH3:25]. Procedure: The 4-hydroxymethyl-4-(4-methoxyphenyl)cyclohexanone is dissolved in 12 ml. of pyridine and 6 ml. of acetic anhydride. After about 20 hours of standing at room temperature, the mixture is poured into ice and water. The gum that precipitates is extracted with ether. The organic layer is washed successively with water, 2.5 N hydrochloric acid, water, sodium bicarbonate solution and brine, and evaporated to dryness. The solid residue is recrystallized from a mixture of ether and Skellysolve B to gi...